Dataset: the Open Reaction Database (ORD), a public repository of structured organic reaction records. Task: describe an organic reaction: reactants, conditions, products, and yield Reaction SMILES: [F:1][C:2]([F:12])([F:11])[C:3]1[CH:4]=[C:5]([CH:8]=[CH:9][CH:10]=1)[CH2:6]Br.[CH2:13]([O:15][C:16](=[O:41])[C:17]([O:36][CH2:37][CH2:38][CH2:39][CH3:40])([CH3:35])[CH2:18][C:19]1[CH:24]=[CH:23][C:22]([O:25][CH2:26][CH2:27][CH:28]2[CH2:32][NH:31][C:30](=[O:33])[N:29]2[CH3:34])=[CH:21][CH:20]=1)[CH3:14].[H-].[Na+]>[I-].C([N+](CCCC)(CCCC)CCCC)CCC.C(OCC)(=O)C>[CH2:13]([O:15][C:16](=[O:41])[C:17]([O:36][CH2:37][CH2:38][CH2:39][CH3:40])([CH3:35])[CH2:18][C:19]1[CH:20]=[CH:21][C:22]([O:25][CH2:26][CH2:27][CH:28]2[CH2:32][N:31]([CH2:6][C:5]3[CH:8]=[CH:9][CH:10]=[C:3]([C:2]([F:12])([F:11])[F:1])[CH:4]=3)[C:30](=[O:33])[N:29]2[CH3:34])=[CH:23][CH:24]=1)[CH3:14] |f:2.3,4.5|. Procedure: 3-Trifluoromethylbenzyl bromide (0.037 g, 0.157 mmol) and tetrabutyl ammonium iodide (catalytic amount) are added to a 0° C. suspension of 2-Butoxy-2-methyl-3-{4-[2-(3-methyl-2-oxo-imidazolidin-4-yl)-ethoxy]-phenyl}-propionic acid ethyl ester (0.043 g, 0.105 mmol) and sodium hydride (0.010 g, 0.26 mmol, 60% suspension on mineral oil), pre-stirred for 1 h at ambient temperature. The reaction mixture is stirred at ambient temperature for 48 h, diluted with ethyl acetate, and washed with 1N HCl and... The solvent is C(C)(=O)OCC (ethyl acetate). Yields the product C(C)OC(C(CC1=CC=C(C=C1)OCCC1N(C(N(C1)CC1=CC(=CC=C1)C(F)(F)F)=O)C)(C)OCCCC)=O (2-Butoxy-2-methyl-3-(4-{2-[3-methyl-2-oxo-1-(3-trifluoromethyl-benzyl)-imidazolidin-4-yl]-ethoxy}-phenyl)-propionic acid ethyl ester). Reagents/catalysts: [I-].C(CCC)[N+](CCCC)(CCCC)CCCC (tetrabutyl ammonium iodide). Run at time 1 hour. Reactants: C(C)OC(C(CC1=CC=C(C=C1)OCCC1N(C(NC1)=O)C)(C)OCCCC)=O (2-Butoxy-2-methyl-3-{4-[2-(3-methyl-2-oxo-imidazolidin-4-yl)-ethoxy]-phenyl}-propionic acid ethyl ester), [H-].[Na+] (sodium hydride), FC(C=1C=C(CBr)C=CC1)(F)F (3-Trifluoromethylbenzyl bromide). Starting materials: C(C)OC(=O)C1=C(SCCS1)C (3-Ethoxycarbonyl-2-methyl-5,6-dihydro-1,4-dithiin), [OH-].[K+] (potassium hydroxide), Cl (hydrochloric acid). The solvent is CO (methanol). Yields the product C(=O)(O)C=1SCCSC1C (2-carboxy-3-methyl-5,6-dihydro-1,4-dithiin). RXN SMILES: C([O:3][C:4]([C:6]1[S:11][CH2:10][CH2:9][S:8][C:7]=1[CH3:12])=[O:5])C.[OH-].[K+].Cl>CO>[C:4]([C:6]1[S:11][CH2:10][CH2:9][S:8][C:7]=1[CH3:12])([OH:5])=[O:3] |f:1.2|. Procedure details: 3-Ethoxycarbonyl-2-methyl-5,6-dihydro-1,4-dithiin (10.0 g.) is heated at reflux for eight hours in a solution of potassium hydroxide (85%; 3.60 g.) in methanol (40 ml.). The cool solution is acidified wth 10% aqueous hydrochloric acid and the precipitate is removed by filtration and dried (8.1 g.). The crude product is recrystallized from ethanol to afford 2-carboxy-3-methyl-5,6-dihydro-1,4-dithiin, m.p. 179°-180° C., dec. Reaction SMILES: OC1C2CN(C(OCC3C=CC=CC=3)=O)CCC=2N=C(C)N=1.ClC(F)(F)C([O-])=O.[Na+].C(=O)([O-])[O-].[Cs+].[Cs+].[F:37][CH:38]([F:61])[O:39][C:40]1[C:41]2[CH2:50][N:49](C(OCC3C=CC=CC=3)=O)[CH2:48][CH2:47][C:42]=2[N:43]=[C:44]([CH3:46])[N:45]=1>>[F:61][CH:38]([F:37])[O:39][C:40]1[C:41]2[CH2:50][NH:49][CH2:48][CH2:47][C:42]=2[N:43]=[C:44]([CH3:46])[N:45]=1 |f:1.2,3.4.5|. Starting materials: OC=1C2=C(N=C(N1)C)CCN(C2)C(=O)OCC2=CC=CC=C2 (Benzyl 4-hydroxy-2-methyl-7,8-dihydropyrido[4,3-d]pyrimidine-6(5H)-carboxylate), ClC(C(=O)[O-])(F)F.[Na+] (sodium chloro(difluoro)acetate), C([O-])([O-])=O.[Cs+].[Cs+] (cesium carbonate), FC(OC=1C2=C(N=C(N1)C)CCN(C2)C(=O)OCC2=CC=CC=C2)F (benzyl 4-(difluoromethoxy)-2-methyl-7,8-dihydropyrido[4,3-d]pyrimidine-6(5H)-carboxylate). Yields the product FC(OC=1C2=C(N=C(N1)C)CCNC2)F (4-(difluoromethoxy)-2-methyl-5,6,7,8-tetrahydropyrido[4,3-d]pyrimidine). Reported procedure: Benzyl 4-hydroxy-2-methyl-7,8-dihydropyrido[4,3-d]pyrimidine-6(5H)-carboxylate (see footnote 8) was reacted with sodium chloro(difluoro)acetate and cesium carbonate to generate benzyl 4-(difluoromethoxy)-2-methyl-7,8-dihydropyrido[4,3-d]pyrimidine-6(5H)-carboxylate; hydrogenolytic removal of the protecting group provided the requisite 4-(difluoromethoxy)-2-methyl-5,6,7,8-tetrahydropyrido[4,3-d]pyrimidine. Starting materials: ClC=1N=C(C2=C(N1)C(=C(S2)I)C)N2CCOCC2 (2-Chloro-6-iodo-7-methyl-4-morpholinothieno[3,2-d]pyrimidine), OCCNS(=O)(=O)C1=CC(=CC=C1)B(O)O (N-(2-hydroxyethyl)-3-boronobenzene sulfonamide), N1C=CC2=CC(=CN=C12)B1OC(C)(C)C(C)(C)O1 (7-azaindole-5-boronic acid pinacol ester). The product is CC1=C(SC2=C1N=C(N=C2N2CCOCC2)C=2C=C1C(=NC2)NC=C1)C1=CC(=CC=C1)S(=O)(=O)NCCO (7-methyl-6-(3-(2-hydroxyethylaminosulfonyl)phenyl)-4-morpholino-2-(1H-pyrrolo[2,3-b]pyridin-5-yl)thieno[3,2-d]pyrimidine). As a reaction SMILES: Cl[C:2]1[N:3]=[C:4]([N:13]2[CH2:18][CH2:17][O:16][CH2:15][CH2:14]2)[C:5]2[S:10][C:9](I)=[C:8]([CH3:12])[C:6]=2[N:7]=1.[OH:19][CH2:20][CH2:21][NH:22][S:23]([C:26]1[CH:31]=[CH:30][CH:29]=[C:28](B(O)O)[CH:27]=1)(=[O:25])=[O:24].[NH:35]1[C:43]2[C:38](=[CH:39][C:40](B3OC(C)(C)C(C)(C)O3)=[CH:41][N:42]=2)[CH:37]=[CH:36]1>>[CH3:12][C:8]1[C:6]2[N:7]=[C:2]([C:40]3[CH:39]=[C:38]4[CH:37]=[CH:36][NH:35][C:43]4=[N:42][CH:41]=3)[N:3]=[C:4]([N:13]3[CH2:18][CH2:17][O:16][CH2:15][CH2:14]3)[C:5]=2[S:10][C:9]=1[C:28]1[CH:29]=[CH:30][CH:31]=[C:26]([S:23]([NH:22][CH2:21][CH2:20][OH:19])(=[O:25])=[O:24])[CH:27]=1. Procedure details: 2-Chloro-6-iodo-7-methyl-4-morpholinothieno[3,2-d]pyrimidine (50 mg) was coupled to N-(2-hydroxyethyl)-3-boronobenzene sulfonamide, and then reacted with 7-azaindole-5-boronic acid pinacol ester via General Procedure F. The product was purified by reverse phase HPLC to yield 17.7 mg of 423. MS (Q1) 551.1 (M)+ The reactants are OC1=CC=C(C(=O)C2=CC=C(CSC3=NC4=CC=CC(=C4C(N3C)=O)C)C=C2)C=C1 (2-[4-(4-hydroxybenzoyl)benzylthio]-3,5-dimethyl-4(3H)-quinazolinone), C(C(=O)C1=CC=CC=C1)Br (phenacyl bromide), C([O-])([O-])=O.[K+].[K+] (potassium carbonate). The solvent is CN(C)C=O (DMF). The product is CN1C(=NC2=CC=CC(=C2C1=O)C)SCC1=CC=C(C=C1)C(C1=CC=C(C=C1)OCC(=O)C1=CC=CC=C1)=O (3,5-Dimethyl-2-[4-(4-phenacyloxybenzoyl)benzylthio]-4-(3H)-quinazolinone). Isolated yield 59.0%. Reaction SMILES: [OH:1][C:2]1[CH:30]=[CH:29][C:5]([C:6]([C:8]2[CH:28]=[CH:27][C:11]([CH2:12][S:13][C:14]3[N:23]([CH3:24])[C:22](=[O:25])[C:21]4[C:16](=[CH:17][CH:18]=[CH:19][C:20]=4[CH3:26])[N:15]=3)=[CH:10][CH:9]=2)=[O:7])=[CH:4][CH:3]=1.[CH2:31](Br)[C:32]([C:34]1[CH:39]=[CH:38][CH:37]=[CH:36][CH:35]=1)=[O:33].C(=O)([O-])[O-].[K+].[K+]>CN(C=O)C>[CH3:24][N:23]1[C:22](=[O:25])[C:21]2[C:16](=[CH:17][CH:18]=[CH:19][C:20]=2[CH3:26])[N:15]=[C:14]1[S:13][CH2:12][C:11]1[CH:27]=[CH:28][C:8]([C:6](=[O:7])[C:5]2[CH:4]=[CH:3][C:2]([O:1][CH2:31][C:32]([C:34]3[CH:39]=[CH:38][CH:37]=[CH:36][CH:35]=3)=[O:33])=[CH:30][CH:29]=2)=[CH:9][CH:10]=1 |f:2.3.4|. Reported procedure: A solution of 2-[4-(4-hydroxybenzoyl)benzylthio]-3,5-dimethyl-4(3H)-quinazolinone (413 mg), phenacyl bromide (315 mg) and potassium carbonate (436 mg) in DMF (7 ml) was stirred at room temperature for 15 hours. This reaction mixture was concentrated and the residue was dissolved in chloroform, washed with water, dried, and concentrated. The residue was recrystallized from chloroform-ethyl acetate to provide the title compound as colorless solid (313 mg). Starting materials: CC(=O)O[BH-](OC(C)=O)OC(C)=O, C1CCOC1, CC1CCCN1, CC(=O)O, CC(C)(C)OC(=O)NCCc1ccc(C=O)cc1, [Na+], [Na+], O=C([O-])O. The product is CC1CCCN1Cc1ccc(CCNC(=O)OC(C)(C)C)cc1. Reaction SMILES: [C:29]([O:30][BH-:31]([O:32][C:33](=[O:34])[CH3:35])[O:36][C:37](=[O:38])[CH3:39])(=[O:40])[CH3:41].[CH2:48]1[O:49][CH2:50][CH2:51][CH2:52]1.[CH3:19][CH:20]1[NH:21][CH2:22][CH2:23][CH2:24]1.[CH3:25][C:26](=[O:27])[OH:28].[CH:1](=[O:2])[c:3]1[cH:4][cH:5][c:6]([CH2:9][CH2:10][NH:11][C:12]([O:13][C:14]([CH3:15])([CH3:16])[CH3:17])=[O:18])[cH:7][cH:8]1.[Na+:42].[Na+:43].[OH:44][C:45](=[O:46])[O-:47]>>[CH2:1]([c:3]1[cH:4][cH:5][c:6]([CH2:9][CH2:10][NH:11][C:12]([O:13][C:14]([CH3:15])([CH3:16])[CH3:17])=[O:18])[cH:7][cH:8]1)[N:21]1[CH:20]([CH3:19])[CH2:24][CH2:23][CH2:22]1.